From a dataset of the Open Reaction Database (ORD), a public repository of structured organic reaction records. describe an organic reaction: reactants, conditions, products, and yield Reactants: CCNC(=N)N1CC(CC)C=N1, CCN(C(C)C)C(C)C, O=C(O)c1cccc(S(=O)(=O)Cl)c1, ClCCl. Yields the product CCNC(=NS(=O)(=O)c1cccc(C(=O)O)c1)N1CC(CC)C=N1. Reaction SMILES: [CH2:1]([CH3:2])[CH:3]1[CH:4]=[N:5][N:6]([C:8](=[NH:9])[NH:10][CH2:11][CH3:12])[CH2:7]1.[CH:13]([N:14]([CH2:15][CH3:16])[CH:17]([CH3:18])[CH3:19])([CH3:20])[CH3:21].[Cl:22][S:23](=[O:24])(=[O:25])[c:26]1[cH:27][c:28]([C:29](=[O:30])[OH:31])[cH:32][cH:33][cH:34]1.[Cl:35][CH2:36][Cl:37]>>[CH2:1]([CH3:2])[CH:3]1[CH:4]=[N:5][N:6]([C:8](=[N:9][S:23](=[O:24])(=[O:25])[c:26]2[cH:27][c:28]([C:29](=[O:30])[OH:31])[cH:32][cH:33][cH:34]2)[NH:10][CH2:11][CH3:12])[CH2:7]1. The reactants are CCCCCc1ccc(S(=O)(=O)NC(CC(=O)OCc2ccccc2)CN(C)C)cc1, CI. Yields the product CCCCCc1ccc(S(=O)(=O)NC(CC(=O)OCc2ccccc2)C[N+](C)(C)C)cc1, [I-]. Reaction SMILES: [CH3:1][N:2]([CH2:3][CH:4]([CH2:5][C:6](=[O:7])[O:8][CH2:9][c:10]1[cH:11][cH:12][cH:13][cH:14][cH:15]1)[NH:16][S:17](=[O:18])(=[O:19])[c:20]1[cH:21][cH:22][c:23]([CH2:26][CH2:27][CH2:28][CH2:29][CH3:30])[cH:24][cH:25]1)[CH3:31].[CH3:32][I:33]>>[CH3:1][N+:2]([CH2:3][CH:4]([CH2:5][C:6](=[O:7])[O:8][CH2:9][c:10]1[cH:11][cH:12][cH:13][cH:14][cH:15]1)[NH:16][S:17](=[O:18])(=[O:19])[c:20]1[cH:21][cH:22][c:23]([CH2:26][CH2:27][CH2:28][CH2:29][CH3:30])[cH:24][cH:25]1)([CH3:31])[CH3:32].[I-:33]. The reactants are C(C)(=O)C1=C(OC(C(=O)OCC)CC)C=CC=C1 ((2-Acetylphenoxy)butanoic acid, ethyl ester), C([O-])([O-])=O.[K+].[K+] (potassium carbonate). The solvent is CO.O (methanol water). Product: C(C)(=O)C1=C(OC(C(=O)O)CC)C=CC=C1 ((2-acetylphenoxy)butanoic acid). Yield: 92.7%. RXN SMILES: [C:1]([C:4]1[CH:18]=[CH:17][CH:16]=[CH:15][C:5]=1[O:6][CH:7]([CH2:13][CH3:14])[C:8]([O:10]CC)=[O:9])(=[O:3])[CH3:2].C(=O)([O-])[O-].[K+].[K+]>CO.O>[C:1]([C:4]1[CH:18]=[CH:17][CH:16]=[CH:15][C:5]=1[O:6][CH:7]([CH2:13][CH3:14])[C:8]([OH:10])=[O:9])(=[O:3])[CH3:2] |f:1.2.3,4.5|. Reported procedure: (2-Acetylphenoxy)butanoic acid, ethyl ester (500 mg, 2.00 mmol) is dissolved in 3 mL of methanol/water (3:2) and treated with 828 mg (5.99 mmol) of potassium carbonate according to the procedure described for Example 4 to give 412 mg (93%) of (2-acetylphenoxy)butanoic acid as a white powder. The 1H NMR (300 MHz, CDCl3) is consistent with the desired product; IR (KBr) 1710, 1670, 1590 cm-1 ; MS m/e calculated for C12H15O4 : 223.0970, found 223.0971. Starting materials: CN(C=1N=C(C2=CC=C(C=C2C1)OC)O[C@@H]1C[C@@H]2N(C([C@H]([C@@H](CC(CC\C=C/[C@H]3[C@](NC2=O)(C3)C(NS(=O)(=O)C3(CC3)C)=O)C)C)NC(OC(C)(C)C)=O)=O)C1)C (tert-butyl ((2R,6S,7R,13aS,14aR,16aS,Z)-2-((3-(dimethylamino)-6-methoxyisoquinolin-1-yl)oxy)-7,9-dimethyl-14a-(((1-methylcyclopropyl)sulfonyl)carbamoyl)-5,16-dioxo-1,2,3,5,6,7,8,9,10,11,13a,14,14a,15,16,16a-hexadecahydrocyclopropa[e]pyrrolo[1,2-a][1,4]diazacyclopentadecin-6-yl)carbamate), FC(C(=O)O)(F)F (trifluoroacetic acid). Solvent: C(Cl)Cl (DCM). Reaction conditions: time 1 hour. The product is OC(=O)C(F)(F)F.N[C@H]1[C@@H](CC(CC\C=C/[C@H]2[C@](NC([C@H]3N(C1=O)C[C@@H](C3)OC3=NC(=CC1=CC(=CC=C31)OC)N(C)C)=O)(C2)C(=O)NS(=O)(=O)C2(CC2)C)C)C ((2R,6S,7R,13aS,14aR,16aS,Z)-6-amino-2-((3-(dimethylamino)-6-methoxyisoquinolin-1-yl)oxy)-7,9-dimethyl-N-((1-methylcyclopropyl)sulfonyl)-5,16-dioxo-1,2,3,5,6,7,8,9,10,11,13a,14,14a,15,16,16a-hexadecahydrocyclopropa[e]pyrrolo[1,2-a][1,4]diazacyclopentadecine-14a-carboxamide TFA). Isolated yield 99.7%. Reaction SMILES: [CH3:1][N:2]([CH3:57])[C:3]1[N:4]=[C:5]([O:15][C@H:16]2[CH2:56][N:19]3[C:20](=[O:55])[C@@H:21]([NH:47]C(=O)OC(C)(C)C)[C@H:22]([CH3:46])[CH2:23][CH:24]([CH3:45])[CH2:25][CH2:26][CH:27]=[CH:28][C@@H:29]4[CH2:34][C@@:30]4([C:35](=[O:44])[NH:36][S:37]([C:40]4([CH3:43])[CH2:42][CH2:41]4)(=[O:39])=[O:38])[NH:31][C:32](=[O:33])[C@@H:18]3[CH2:17]2)[C:6]2[C:11]([CH:12]=1)=[CH:10][C:9]([O:13][CH3:14])=[CH:8][CH:7]=2.[F:58][C:59]([F:64])([F:63])[C:60]([OH:62])=[O:61]>C(Cl)Cl>[OH:62][C:60]([C:59]([F:64])([F:63])[F:58])=[O:61].[NH2:47][C@@H:21]1[C:20](=[O:55])[N:19]2[CH2:56][C@H:16]([O:15][C:5]3[C:6]4[C:11](=[CH:10][C:9]([O:13][CH3:14])=[CH:8][CH:7]=4)[CH:12]=[C:3]([N:2]([CH3:1])[CH3:57])[N:4]=3)[CH2:17][C@H:18]2[C:32](=[O:33])[NH:31][C@:30]2([C:35]([NH:36][S:37]([C:40]3([CH3:43])[CH2:41][CH2:42]3)(=[O:38])=[O:39])=[O:44])[CH2:34][C@H:29]2[CH:28]=[CH:27][CH2:26][CH2:25][CH:24]([CH3:45])[CH2:23][C@H:22]1[CH3:46] |f:3.4|. Reported procedure: tert-butyl ((2R,6S,7R,13aS,14aR,16aS,Z)-2-((3-(dimethylamino)-6-methoxyisoquinolin-1-yl)oxy)-7,9-dimethyl-14a-(((1-methylcyclopropyl)sulfonyl)carbamoyl)-5,16-dioxo-1,2,3,5,6,7,8,9,10,11,13a,14,14a,15,16,16a-hexadecahydrocyclopropa[e]pyrrolo[1,2-a][1,4]diazacyclopentadecin-6-yl)carbamate (50 mg, 0.062 mmol) was dissolved in DCM (4 mL) and trifluoroacetic acid (TFA, 1 ml, 12.98 mmol) was added. The reaction was stirred for 1 h at room temperature. The volatiles were removed under vacuum to give (2... The reactants are Oc1ccccc1, COC(=O)C1OC1(C)c1ccccc1. Product: COC(=O)C(O)C(C)(Oc1ccccc1)c1ccccc1. Reaction SMILES: [OH:1][c:2]1[cH:3][cH:4][cH:5][cH:6][cH:7]1.[c:8]1([C:14]2([CH3:21])[CH:15]([C:16](=[O:17])[O:18][CH3:19])[O:20]2)[cH:9][cH:10][cH:11][cH:12][cH:13]1>>[O:1]([c:2]1[cH:3][cH:4][cH:5][cH:6][cH:7]1)[C:14]([c:8]1[cH:9][cH:10][cH:11][cH:12][cH:13]1)([CH:15]([C:16](=[O:17])[O:18][CH3:19])[OH:20])[CH3:21]. Starting materials: FC=1C(=C(C(=O)NOCCO)C=C(C1F)/C=N/OCCCC(NC)=O)NC1=C(C=C(C=C1)I)F ((E)-3,4-difluoro-2-(2-fluoro-4-iodo-phenylamino)-N-(2-hydroxy-ethoxy)-5-[(3-methylcarbamoyl-propoxyimino)-methyl]-benzamide), ClC(C(=O)O)Cl (dichloroacetic acid). Run in C(Cl)Cl (methylene chloride). Run at time 15 hour. Yields the product FC=1C(=C(C(=O)NOCCO)C=C(C1F)CN1OCCCC1=O)NC1=C(C=C(C=C1)I)F (3,4-difluoro-2-(2-fluoro-4-iodo-phenylamino)-N-(2-hydroxy-ethoxy)-5-(3-oxo-[1,2]oxazinan-2-ylmethyl)-benzamide). Isolated yield 90.8%. Reaction SMILES: [F:1][C:2]1[C:3]([NH:26][C:27]2[CH:32]=[CH:31][C:30]([I:33])=[CH:29][C:28]=2[F:34])=[C:4]([CH:12]=[C:13](/[CH:16]=[N:17]/[O:18][CH2:19][CH2:20][CH2:21][C:22](=[O:25])NC)[C:14]=1[F:15])[C:5]([NH:7][O:8][CH2:9][CH2:10][OH:11])=[O:6].ClC(Cl)C(O)=O>C(Cl)Cl>[F:1][C:2]1[C:3]([NH:26][C:27]2[CH:32]=[CH:31][C:30]([I:33])=[CH:29][C:28]=2[F:34])=[C:4]([CH:12]=[C:13]([CH2:16][N:17]2[C:22](=[O:25])[CH2:21][CH2:20][CH2:19][O:18]2)[C:14]=1[F:15])[C:5]([NH:7][O:8][CH2:9][CH2:10][OH:11])=[O:6]. Procedure: (E)-3,4-Difluoro-2-(2-fluoro-4-iodo-phenylamino)-N-(2-hydroxy-ethoxy)-5-[(3-methylcarbamoyl-propoxyimino)-methyl]-benzamide (8.0 g, 13.5 mmol) obtained in Step C of Example 28 was suspended in methylene chloride (240 ml), and borane-pyridine complex (5.45 ml, 53.8 mmol) and dichloroacetic acid (6.65 ml, 80.8 mmol) were added thereto at room temperature. The reaction mixture was stirred at room temperature for 15 hours, and dichloromethane was removed under reduced pressure with a rotary evaporat...